This data is from the Open Reaction Database (ORD), a public repository of structured organic reaction records. The task is: describe an organic reaction: reactants, conditions, products, and yield Starting materials: COC(=O)c1ccc(OC2=C3N=C4CCCCC4=C3C(Cc3ccc(OC)c(OC)c3)C=C2)o1, CCCCCC, ClCCl. The product is COc1ccc(CC2C=CC(Oc3ccc(C(=O)O)o3)=C3N=C4CCCCC4=C32)cc1OC. As a reaction SMILES: [CH3:1][O:2][C:3](=[O:4])[c:5]1[o:6][c:7]([O:10][C:11]2=[C:19]3[C:15](=[C:16]4[C:17](=[N:18]3)[CH2:20][CH2:21][CH2:22][CH2:23]4)[CH:14]([CH2:24][c:25]3[cH:26][c:27]([O:33][CH3:34])[c:28]([O:31][CH3:32])[cH:29][cH:30]3)[CH:13]=[CH:12]2)[cH:8][cH:9]1.[CH3:35][CH2:36][CH2:37][CH2:38][CH2:39][CH3:40].[Cl:41][CH2:42][Cl:43]>>[O:2]=[C:3]([OH:4])[c:5]1[o:6][c:7]([O:10][C:11]2=[C:19]3[C:15](=[C:16]4[C:17](=[N:18]3)[CH2:20][CH2:21][CH2:22][CH2:23]4)[CH:14]([CH2:24][c:25]3[cH:26][c:27]([O:33][CH3:34])[c:28]([O:31][CH3:32])[cH:29][cH:30]3)[CH:13]=[CH:12]2)[cH:8][cH:9]1. Starting materials: CN1CC=2N=C(N=C(C2C1)N1[C@H](COCC1)C)C1=CC=C(C=C1)NC(OC1=CC=CC=C1)=O ((S)-phenyl 4-(6-methyl-4-(3-methylmorpholino)-6,7-dihydro-5H-pyrrolo[3,4-d]pyrimidin-2-yl)phenylcarbamate), C1(CCC1)N (cyclobutanamine). Yields the product C1(CCC1)NC(=O)NC1=CC=C(C=C1)C=1N=C(C2=C(N1)CN(C2)C)N2[C@H](COCC2)C ((S)-1-cyclobutyl-3-(4-(6-methyl-4-(3-methylmorpholino)-6,7-dihydro-5H-pyrrolo[3,4-d]pyrimidin-2-yl)phenyl)urea). Reaction SMILES: [CH3:1][N:2]1[CH2:10][C:9]2[C:8]([N:11]3[CH2:16][CH2:15][O:14][CH2:13][C@@H:12]3[CH3:17])=[N:7][C:6]([C:18]3[CH:23]=[CH:22][C:21]([NH:24][C:25](=O)[O:26]C4C=CC=CC=4)=[CH:20][CH:19]=3)=[N:5][C:4]=2[CH2:3]1.[CH:34]1([NH2:38])[CH2:37][CH2:36][CH2:35]1>>[CH:34]1([NH:38][C:25]([NH:24][C:21]2[CH:20]=[CH:19][C:18]([C:6]3[N:7]=[C:8]([N:11]4[CH2:16][CH2:15][O:14][CH2:13][C@@H:12]4[CH3:17])[C:9]4[CH2:10][N:2]([CH3:1])[CH2:3][C:4]=4[N:5]=3)=[CH:23][CH:22]=2)=[O:26])[CH2:37][CH2:36][CH2:35]1. Reported procedure: Method as described for example 51 using intermediate 10 and cyclobutanamine as starting materials. Purified by prep. LCMS (high pH).